Dataset: the Open Reaction Database (ORD), a public repository of structured organic reaction records. Task: describe an organic reaction: reactants, conditions, products, and yield Starting materials: O[C@H](C)[C@@H]1[C@@H]2N(C(=C([C@@H]2C)C2=CN3C(S2)=CN=C3)C(=O)OCC3=CC=C(C=C3)[N+](=O)[O-])C1=O (4-nitro-benzyl (1S,5R,6S)-6-((1R)-1-hydroxyethyl)-2-(imidazo[5,1-b]thiazol-2-yl)-1-methyl-1-carbapen-2-em-3-carboxylate), 1, P(=O)([O-])([O-])[O-] (phosphate). Reagents/catalysts: [Pd] (Pd-C). The solvent is C1CCOC1 (THF). Run at time 4 hour. The product is O[C@H](C)[C@@H]1[C@@H]2N(C(=C([C@@H]2C)C2=CN3C(S2)=CN=C3)C(=O)O)C1=O ((1S,5R,6S)-6-((1R)-1-hydroxyethyl)-2-(imidazo[5,1-b]thiazol-2-yl)-1-methyl-1-carbapen-2-em-3-carboxylic Acid). Isolated yield 19.6%. Reaction SMILES: [OH:1][C@@H:2]([C@H:4]1[C:32](=[O:33])[N:6]2[C:7]([C:19]([O:21]CC3C=CC([N+]([O-])=O)=CC=3)=[O:20])=[C:8]([C:11]3[S:15][C:14]4=[CH:16][N:17]=[CH:18][N:13]4[CH:12]=3)[C@H:9]([CH3:10])[C@H:5]12)[CH3:3].P([O-])([O-])([O-])=O>C1COCC1.[Pd]>[OH:1][C@@H:2]([C@H:4]1[C:32](=[O:33])[N:6]2[C:7]([C:19]([OH:21])=[O:20])=[C:8]([C:11]3[S:15][C:14]4=[CH:16][N:17]=[CH:18][N:13]4[CH:12]=3)[C@H:9]([CH3:10])[C@H:5]12)[CH3:3]. Reported procedure: To a solution of 4.70 g of 4-nitro-benzyl (1S,5R,6S)-6-((1R)-1-hydroxyethyl)-2-(imidazo[5,1-b]thiazol-2-yl)-1-methyl-1-carbapen-2-em-3-carboxylate in 90 ml of THF and 50 ml of 1/15 M phosphate buffer (pH 6.8) was added 7.0 g of 10% Pd-C. The reactor was purged with hydrogen, and the reaction mixture was stirred at room temperature for 4 hours. The catalyst was removed by filtration with Celite, and washed with 300 ml of water and 50 ml of THF. The filtrate was diluted with 200 ml of ethyl acetat...